This data is from the Open Reaction Database (ORD), a public repository of structured organic reaction records. The task is: describe an organic reaction: reactants, conditions, products, and yield Starting materials: O=[N+]([O-])c1ccc(Br)cc1F, CCC(Nc1ccc(F)cc1[N+](=O)[O-])C(=O)O, CCC(N)C(=O)O. The product is CCC(Nc1cc(Br)ccc1[N+](=O)[O-])C(=O)O. RXN SMILES: [Br:1][c:2]1[cH:3][c:4]([F:11])[c:5]([N+:8](=[O:9])[O-:10])[cH:6][cH:7]1.[F:19][c:20]1[cH:21][cH:22][c:23]([NH:24][CH:25]([CH2:26][CH3:27])[C:28]([OH:29])=[O:30])[c:31]([N+:32]([O-:33])=[O:34])[cH:35]1.[NH2:12][CH:13]([C:14](=[O:15])[OH:16])[CH2:17][CH3:18]>>[Br:1][c:2]1[cH:3][c:4]([NH:12][CH:13]([C:14](=[O:15])[OH:16])[CH2:17][CH3:18])[c:5]([N+:8](=[O:9])[O-:10])[cH:6][cH:7]1. Reactants: Cn1nc(C(=O)O)c2ccccc21, Cc1cccc(-c2sc(C)nc2C(=O)N2CC3CC(F)(F)CC3C2CN)c1. Yields the product Cc1cccc(-c2sc(C)nc2C(=O)N2CC3CC(F)(F)CC3C2CNC(=O)c2nn(C)c3ccccc23)c1. Reaction SMILES: [CH3:28][n:29]1[n:30][c:31]([C:38](=[O:39])[OH:40])[c:32]2[cH:33][cH:34][cH:35][cH:36][c:37]12.[NH2:1][CH2:2][CH:3]1[CH:4]2[CH2:5][C:6]([F:26])([F:27])[CH2:7][CH:8]2[CH2:9][N:10]1[C:11](=[O:12])[c:13]1[n:14][c:15]([CH3:25])[s:16][c:17]1-[c:18]1[cH:19][c:20]([CH3:24])[cH:21][cH:22][cH:23]1>>[NH:1]([CH2:2][CH:3]1[CH:4]2[CH2:5][C:6]([F:26])([F:27])[CH2:7][CH:8]2[CH2:9][N:10]1[C:11](=[O:12])[c:13]1[n:14][c:15]([CH3:25])[s:16][c:17]1-[c:18]1[cH:19][c:20]([CH3:24])[cH:21][cH:22][cH:23]1)[C:38]([c:31]1[n:30][n:29]([CH3:28])[c:37]2[c:32]1[cH:33][cH:34][cH:35][cH:36]2)=[O:39]. The reactants are C1(CCCCC1)NC=1C=C(C=CC1)[C@H](C1=CC=C(C(=O)N(CC)CC)C=C1)N1CCNCC1 (4-[(S)-[3-(cyclohexylamino)phenyl](piperazin-1-yl)methyl]-N,N-diethylbenzamide), C1(CCCCC1)NC=1C=C(C=CC1)[C@H](C1=CC=C(C(=O)N(CC)CC)C=C1)N1CCN(CC1)CC1CC1 (4-{(S)-[3-(cyclohexylamino)phenyl][4-(cyclopropylmethyl)piperazin-1-yl]methyl}-N,N-diethylbenzamide). Run in CO (MeOH). The product is C1(CCCCC1)NC=1C=C(C=CC1)[C@H](C1=CC=C(C(=O)N(CC)CC)C=C1)N1CCN(CC1)CC (4-[(S)-[3-(cyclohexylamino)phenyl](4-ethylpiperazin-1-yl)methyl]-N,N-diethylbenzamide). Isolated yield 61.0%. RXN SMILES: C1(NC2C=C([C@@H](N3CCNCC3)C3C=CC(C(N(CC)CC)=O)=CC=3)C=CC=2)CCCCC1.[CH:34]1([NH:40][C:41]2[CH:42]=[C:43]([C@@H:47]([N:61]3[CH2:66][CH2:65][N:64]([CH2:67][CH:68]4CC4)[CH2:63][CH2:62]3)[C:48]3[CH:60]=[CH:59][C:51]([C:52]([N:54]([CH2:57][CH3:58])[CH2:55][CH3:56])=[O:53])=[CH:50][CH:49]=3)[CH:44]=[CH:45][CH:46]=2)[CH2:39][CH2:38][CH2:37][CH2:36][CH2:35]1>CO>[CH:34]1([NH:40][C:41]2[CH:42]=[C:43]([C@@H:47]([N:61]3[CH2:66][CH2:65][N:64]([CH2:67][CH3:68])[CH2:63][CH2:62]3)[C:48]3[CH:60]=[CH:59][C:51]([C:52]([N:54]([CH2:57][CH3:58])[CH2:55][CH3:56])=[O:53])=[CH:50][CH:49]=3)[CH:44]=[CH:45][CH:46]=2)[CH2:39][CH2:38][CH2:37][CH2:36][CH2:35]1. Procedure: Synthesized using COMPOUND 27 (250 mg; 0.56 mmol) and the method described for COMPOUND 72. Obtained 163 g; 61% yield. Purity (HPLC-215 nm): >99%; Optical purity (Chiral HPLC-215 nm): >99%. 1H NMR (400 MHz, CD3OD) δ 0.80 (m, 1H), 1.19 (br s, 11H), 1.59 (m, 2H), 1.88 (br s, 5H), 3.14 (br s, 11H), 3.50 (br s, 4H), 4.11 (m, 1H), 7.31 (br s, 3H), 7.67 (br s, 5H). Found: C, 53.63; H, 7.55; N, 8.05. C30H44N4O×5.0HCl×0.7H2O has C, 53.65; H, 7.56; N, 8.34%. [α]D16=+12.7 deg [c 0.50, MeOH]. The reactants are COC1=CC=C(C=2C=CN=CC12)N (8-methoxyisoquinolin-5-amine), COC=1C=CC(=C2C=CN=CC12)[N+](=O)[O-] (8-methoxy-5-nitroisoquinoline), FC(C1=CC=C(CN=C=O)C=C1)(F)F ([4-(trifluoromethyl)benzyl]isocyanate). Product: COC=1C=CC(=C2C=CN=CC12)NC(=O)NCC1=CC=C(C=C1)C(F)(F)F (N-(8-Methoxyisoquinolin-5-yl)-N′-[4-(trifluoromethyl)benzyl]urea). RXN SMILES: [CH3:1][O:2][C:3]1[C:12]2[CH:11]=[N:10][CH:9]=[CH:8][C:7]=2[C:6]([NH2:13])=[CH:5][CH:4]=1.COC1C=CC([N+]([O-])=O)=C2C=1C=NC=C2.[F:29][C:30]([F:42])([F:41])[C:31]1[CH:40]=[CH:39][C:34]([CH2:35][N:36]=[C:37]=[O:38])=[CH:33][CH:32]=1>>[CH3:1][O:2][C:3]1[CH:4]=[CH:5][C:6]([NH:13][C:37]([NH:36][CH2:35][C:34]2[CH:33]=[CH:32][C:31]([C:30]([F:29])([F:42])[F:41])=[CH:40][CH:39]=2)=[O:38])=[C:7]2[C:12]=1[CH:11]=[N:10][CH:9]=[CH:8]2. Procedure details: Prepared from 8-methoxyisoquinolin-5-amine which was prepared from 8-methoxy-5-nitroisoquinoline (J. Het. Chem. 37(5), 1293) according to Description 43 and immediately used in reaction with [4-(trifluoromethyl)benzyl]isocyanate (Description 58) according to Description 61. m/z (ES+) 376 (M+H)+. Reactants: C(C)(=O)N1C(C(C2=CC=C(C=C12)C(=O)OC)=C(C1=CC=CC=C1)OCC)=O (1-acetyl-3-(1-ethoxy-1-phenylmethylene)-6-methoxycarbonyl-2-indolinone), C(C)N(C)CC1=CC=C(N)C=C1 (4-(N-ethyl-N-methyl-aminomethyl)-aniline). Yields the product C(C)N(C)CC1=CC=C(N\C(\C2=CC=CC=C2)=C\2/C(NC3=CC(=CC=C23)C(=O)OC)=O)C=C1 (3-Z-[1-(4-(N-ethyl-N-methyl-aminomethyl)-anilino)-1-phenyl-methylene]-6-methoxycarbonyl-2-indolinone). Reaction SMILES: C([N:4]1[C:12]2[C:7](=[CH:8][CH:9]=[C:10]([C:13]([O:15][CH3:16])=[O:14])[CH:11]=2)[C:6](=[C:17](OCC)[C:18]2[CH:23]=[CH:22][CH:21]=[CH:20][CH:19]=2)[C:5]1=[O:27])(=O)C.[CH2:28]([N:30]([CH2:32][C:33]1[CH:39]=[CH:38][C:36]([NH2:37])=[CH:35][CH:34]=1)[CH3:31])[CH3:29]>>[CH2:28]([N:30]([CH2:32][C:33]1[CH:34]=[CH:35][C:36]([NH:37]/[C:17](=[C:6]2\[C:5](=[O:27])[NH:4][C:12]3[C:7]\2=[CH:8][CH:9]=[C:10]([C:13]([O:15][CH3:16])=[O:14])[CH:11]=3)/[C:18]2[CH:23]=[CH:22][CH:21]=[CH:20][CH:19]=2)=[CH:38][CH:39]=1)[CH3:31])[CH3:29]. Reported procedure: Prepared from 1-acetyl-3-(1-ethoxy-1-phenylmethylene)-6-methoxycarbonyl-2-indolinone and 4-(N-ethyl-N-methyl-aminomethyl)-aniline Rf value: 0.3 (silica gel, methylene chloride/methanol=10:1) C27H27N3O3 Product: ClC=1N=CC(=NC1)C(=O)O (5-Chloropyrazine-2-carboxylic acid). Run at temperature 140 celsius. Reactants: ClC=1N=CC(=NC1)C(=O)OC (Methyl 5-chloropyrazine-2-carboxylate), [Cl-].[Li+] (Lithium chloride). Reaction SMILES: [Cl:1][C:2]1[N:3]=[CH:4][C:5]([C:8]([O:10]C)=[O:9])=[N:6][CH:7]=1.[Cl-].[Li+]>CN(C=O)C>[Cl:1][C:2]1[N:3]=[CH:4][C:5]([C:8]([OH:10])=[O:9])=[N:6][CH:7]=1 |f:1.2|. Procedure details: Methyl 5-chloropyrazine-2-carboxylate (CAS no. 33332-25-1)(345.1 g) was dissolved in DMF (1.73 l). Lithium chloride (423.9 g) was added and the mixture heated to 140° C. over one hour. The mixture was evaporated, and the residue dissolved in water (3.4 l) by continued stirring. The solution was acidified by addition of 2N HCl (900 ml) and extracted into ethyl acetate (5×1.73 l). The combined organic extracts were washed with water (2×900 ml), brine (900 ml), dried (MgSO4), and evaporated to give... Run in CN(C)C=O (DMF). The reactants are Cl (HCl), CN1N=C(N=C1)C=1C=CC(=NC1)C1=CCN(CC1)C(=O)OC(C)(C)C (Tert-butyl 4-(5-(1-methyl-1H-1,2,4-triazol-3-yl)pyridin-2-yl)-5,6-dihydropyridine-1(2H)-carboxylate). The solvent is O1CCOCC1 (dioxane), C(Cl)Cl (CH2Cl2). Reaction conditions: time 3 hour. Product: Cl.Cl.CN1N=C(N=C1)C=1C=CC(=NC1)C=1CCNCC1 (5-(1-methyl-1H-1,2,4-triazol-3-yl)-2-(1,2,3,6-tetrahydropyridin-4-yl)pyridine dihydrochloride). As a reaction SMILES: [ClH:1].[CH3:2][N:3]1[CH:7]=[N:6][C:5]([C:8]2[CH:9]=[CH:10][C:11]([C:14]3[CH2:19][CH2:18][N:17](C(OC(C)(C)C)=O)[CH2:16][CH:15]=3)=[N:12][CH:13]=2)=[N:4]1>O1CCOCC1.C(Cl)Cl>[ClH:1].[ClH:1].[CH3:2][N:3]1[CH:7]=[N:6][C:5]([C:8]2[CH:9]=[CH:10][C:11]([C:14]3[CH2:19][CH2:18][NH:17][CH2:16][CH:15]=3)=[N:12][CH:13]=2)=[N:4]1 |f:4.5.6|. Procedure: 4M HCl in dioxane (20 ml) was added to a solution of Tert-butyl 4-(5-(1-methyl-1H-1,2,4-triazol-3-yl)pyridin-2-yl)-5,6-dihydropyridine-1(2H)-carboxylate (4BX) (4 g, 11.67 mmol) in CH2Cl2 (50 ml) at room temperature. The mixture was stirred for 3 hours then solvent was evaporated yielding title product as a white solid (3.8 g). Reactants: ClC=1C=C(C(=O)N(C)OC)C=CN1 (2-chloro-N-methoxy-N-methyl-isonicotinamide), N1CCOCC1 (morpholine), CC(C)([O-])C.[Na+] (sodium tert-butoxide). Reagents/catalysts: [Pd].C1(C=CC(C2=CC=CC=C12)=O)=O (1,4-naphthoquinone palladium(0)). The solvent is C(C)(=O)OCC (ethyl acetate), O1CCOCC1 (dioxane). Conditions: temperature 80 celsius, time 8 hour. Yields the product CON(C(C1=CC(=NC=C1)N1CCOCC1)=O)C (N-methoxy-N-methyl-2-morpholin-4-yl-isonicotinamide). RXN SMILES: Cl[C:2]1[CH:3]=[C:4]([CH:11]=[CH:12][N:13]=1)[C:5]([N:7]([O:9][CH3:10])[CH3:8])=[O:6].[NH:14]1[CH2:19][CH2:18][O:17][CH2:16][CH2:15]1.CC(C)([O-])C.[Na+]>O1CCOCC1.C(OCC)(=O)C.[Pd].C1(=O)C2C(=CC=CC=2)C(=O)C=C1>[CH3:10][O:9][N:7]([CH3:8])[C:5](=[O:6])[C:4]1[CH:11]=[CH:12][N:13]=[C:2]([N:14]2[CH2:19][CH2:18][O:17][CH2:16][CH2:15]2)[CH:3]=1 |f:2.3,6.7|. Reported procedure: A mixture of 2-chloro-N-methoxy-N-methyl-isonicotinamide (800 mg, 4 mmol), morpholine (452 mg, 5.2 mmol), sodium tert-butoxide (500 mg, 5.2 mmol), 1,3-bis(2,6-di-isopropylphenyl)imidazol-2-ylidene(1,4-naphthoquinone palladium(0) dimer in dioxane (4 mL) was stirred at 80° C. overnight. The mixture was diluted with ethyl acetate, washed with water and purified by flash column to give N-methoxy-N-methyl-2-morpholin-4-yl-isonicotinamide. Starting materials: [Li]CCCC, Cn1c(CO)cnc1[N+](=O)[O-], CCCCCC, CN(C)C=O, CC(C)NC(C)C, CC(C)NC(C)C, [Li], C1CCOC1, Cc1ccc(S(=O)(=O)Cl)cc1. Product: Cn1c(CCl)cnc1[N+](=O)[O-]. Reaction SMILES: [CH2:9]([Li:10])[CH2:11][CH2:12][CH3:13].[CH3:21][n:22]1[c:23]([N+:29](=[O:30])[O-:31])[n:24][cH:25][c:26]1[CH2:27][OH:28].[CH3:43][CH2:44][CH2:45][CH2:46][CH2:47][CH3:48].[CH3:54][N:55]([CH3:56])[CH:57]=[O:58].[CH:14]([NH:15][CH:16]([CH3:17])[CH3:18])([CH3:19])[CH3:20].[CH:1]([NH:2][CH:3]([CH3:4])[CH3:5])([CH3:6])[CH3:7].[Li:8].[O:49]1[CH2:50][CH2:51][CH2:52][CH2:53]1.[c:32]1([CH3:33])[cH:34][cH:35][c:36]([S:37](=[O:38])(=[O:39])[Cl:41])[cH:40][cH:42]1>>[CH3:21][n:22]1[c:23]([N+:29](=[O:30])[O-:31])[n:24][cH:25][c:26]1[CH2:27][Cl:41]. Reactants: [BH4-], CO, ClCCl, CC(=O)c1cccc([N+](=O)[O-])c1, [Na+]. The product is CC(O)c1cccc([N+](=O)[O-])c1. As a reaction SMILES: [BH4-:13].[CH3:15][OH:16].[Cl:17][CH2:18][Cl:19].[N+:1](=[O:2])([O-:3])[c:4]1[cH:5][c:6]([C:10]([CH3:11])=[O:12])[cH:7][cH:8][cH:9]1.[Na+:14]>>[N+:1](=[O:2])([O-:3])[c:4]1[cH:5][c:6]([CH:10]([CH3:11])[OH:12])[cH:7][cH:8][cH:9]1.